The task is: describe an organic reaction: reactants, conditions, products, and yield. This data is from the Open Reaction Database (ORD), a public repository of structured organic reaction records. Starting materials: Cl.C(C)(=O)OC=1C=C(NC2=NC=NC3=CC(=C(C=C23)OC)O)C=CC1C (4-(3-acetoxy-4-methylanilino)-7-hydroxy-6-methoxyquinazoline hydrochloride), ClCC1=NC2=C(N1C)C=CC=C2 (2-chloromethyl-1-methylbenzimidazole), C([O-])([O-])=O.[K+].[K+] (potassium carbonate), [I-].[K+] (potassium iodide), ClCC1=NC2=C(N1C)C=CC=C2 (2-chloromethyl-1-methylbenzimidazole), C([O-])([O-])=O.[K+].[K+] (potassium carbonate). Run in CN(C)C=O (DMF). Conditions: temperature 65 celsius, time 2 hour. Product: C(C)(=O)OC=1C=C(NC2=NC=NC3=CC(=C(C=C23)OC)OCC2=NC3=C(N2C)C=CC=C3)C=CC1C (4-(3-acetoxy-4-methylanilino)-6-methoxy-7-((1-methylbenzoimidazol-2-yl)methoxy)quinazoline). Isolated yield 94.4%. Reaction SMILES: Cl.[C:2]([O:5][C:6]1[CH:7]=[C:8]([CH:23]=[CH:24][C:25]=1[CH3:26])[NH:9][C:10]1[C:19]2[C:14](=[CH:15][C:16]([OH:22])=[C:17]([O:20][CH3:21])[CH:18]=2)[N:13]=[CH:12][N:11]=1)(=[O:4])[CH3:3].C(=O)([O-])[O-].[K+].[K+].[I-].[K+].Cl[CH2:36][C:37]1[N:41]([CH3:42])[C:40]2[CH:43]=[CH:44][CH:45]=[CH:46][C:39]=2[N:38]=1>CN(C=O)C>[C:2]([O:5][C:6]1[CH:7]=[C:8]([CH:23]=[CH:24][C:25]=1[CH3:26])[NH:9][C:10]1[C:19]2[C:14](=[CH:15][C:16]([O:22][CH2:36][C:37]3[N:41]([CH3:42])[C:40]4[CH:43]=[CH:44][CH:45]=[CH:46][C:39]=4[N:38]=3)=[C:17]([O:20][CH3:21])[CH:18]=2)[N:13]=[CH:12][N:11]=1)(=[O:4])[CH3:3] |f:0.1,2.3.4,5.6|. Reported procedure: A mixture of 4-(3-acetoxy-4-methylanilino)-7-hydroxy-6-methoxyquinazoline hydrochloride (240 mg, 0.64 mmol), (prepared as described for the starting material in Example 1), potassium carbonate (310 mg, 2.25 mmol), potassium iodide (10 mg, 0.064 mmol) and 2-chloromethyl-1-methylbenzimidazole (153 mg, 0.7 mmol) in DMF (12 ml) was heated at 65° C. for 3 hours. Further 2-chloromethyl-1-methylbenzimidazole (90 mg, 0.41 mmol) and potassium carbonate (165 mg, 1.2 mmol) were added and heating continued ... The reactants are C=CCBr, O=c1c2ccccc2nc2[nH]c3ccccc3n12. Product: C=CCn1c2ccccc2n2c(=O)c3ccccc3nc12. As a reaction SMILES: [CH2:19]([CH:20]=[CH2:21])[Br:22].[cH:1]1[c:2]2[c:3](=[O:18])[n:4]3[c:5]([n:6][c:7]2[cH:8][cH:9][cH:10]1)[nH:11][c:12]1[c:13]3[cH:14][cH:15][cH:16][cH:17]1>>[cH:1]1[c:2]2[c:3](=[O:18])[n:4]3[c:5]([n:6][c:7]2[cH:8][cH:9][cH:10]1)[n:11]([CH2:21][CH:20]=[CH2:19])[c:12]1[c:13]3[cH:14][cH:15][cH:16][cH:17]1. Reactants: NC1=CN=C(C=C1C(=O)O)OC (5-amino-2-methoxyisonicotinic acid), CN (methylamine), C1(CCCC1)N1CCC(CC1)OC1=CC=C(C=O)C=C1 (4-[(1-cyclopentyl-4-piperidinyl)oxy]benzaldehyde). Product: C1(CCCC1)N1CCC(CC1)OC1=CC=C(C=C1)C=1N(C(C2=C(N1)C=NC(=C2)OC)=O)C (2-{4-[(1-Cyclopentylpiperidin-4-yl)oxy]phenyl}-6-methoxy-3-methylpyrido[3,4-d]pyrimidin-4(3H)-one). Reaction SMILES: [NH2:1][C:2]1[C:7]([C:8]([OH:10])=O)=[CH:6][C:5]([O:11][CH3:12])=[N:4][CH:3]=1.[CH3:13][NH2:14].[CH:15]1([N:20]2[CH2:25][CH2:24][CH:23]([O:26][C:27]3[CH:34]=[CH:33][C:30]([CH:31]=O)=[CH:29][CH:28]=3)[CH2:22][CH2:21]2)[CH2:19][CH2:18][CH2:17][CH2:16]1>>[CH:15]1([N:20]2[CH2:25][CH2:24][CH:23]([O:26][C:27]3[CH:34]=[CH:33][C:30]([C:31]4[N:14]([CH3:13])[C:8](=[O:10])[C:7]5[CH:6]=[C:5]([O:11][CH3:12])[N:4]=[CH:3][C:2]=5[N:1]=4)=[CH:29][CH:28]=3)[CH2:22][CH2:21]2)[CH2:19][CH2:18][CH2:17][CH2:16]1. Reported procedure: The entitled compound was obtained according to the method of Example 15 but starting from 5-amino-2-methoxyisonicotinic acid, methylamine and 4-[(1-cyclopentyl-4-piperidinyl)oxy]benzaldehyde.